This data is from the Open Reaction Database (ORD), a public repository of structured organic reaction records. The task is: describe an organic reaction: reactants, conditions, products, and yield Reactants: [BH-](OC(=O)C)(OC(=O)C)OC(=O)C.[Na+] (NaBH(OAc)3), Cl.NC1CCN(CC1)CCN1C2=C(N=CC1=O)C=CC(=N2)OC (4-[2-(4-amino-1-piperidinyl)ethyl]-6-(methyloxy)pyrido[2,3-b]pyrazin-3(4H)-one hydrochloride), CC=1C2=C(N=C(N1)C=O)NC(CC2)=O (4-methyl-7-oxo-5,6,7,8-tetrahydropyrido[2,3-d]pyrimidine-2-carbaldehyde), C(=O)(O)[O-].[Na+] (NaHCO3), [O-]S(=O)(=O)[O-].[Na+].[Na+] (Na2SO4). The solvent is CO.C(Cl)Cl (MeOH DCM). Run at time 16 hour. Yields the product Cl.CC1=C2C(NC(=N1)CNC1CCN(CC1)CCN1C3=C(N=CC1=O)C=CC(=N3)OC)=NC(CC2)=O (4-Methyl-2-{[(1-{2-[6-(methyloxy)-3-oxopyrido[2,3-b]pyrazin-4(3H)-yl]ethyl}-4-piperidinyl)amino]methyl}-5,6-dihydropyrido[2,3-d]pyrimidin-7(1H)-one Hydrochloride). RXN SMILES: [ClH:1].[NH2:2][CH:3]1[CH2:8][CH2:7][N:6]([CH2:9][CH2:10][N:11]2[C:16](=[O:17])[CH:15]=[N:14][C:13]3[CH:18]=[CH:19][C:20]([O:22][CH3:23])=[N:21][C:12]2=3)[CH2:5][CH2:4]1.[CH3:24][C:25]1[C:26]2[CH2:36][CH2:35][C:34](=[O:37])[NH:33][C:27]=2[N:28]=[C:29]([CH:31]=O)[N:30]=1.C([O-])(O)=O.[Na+].[O-]S([O-])(=O)=O.[Na+].[Na+].[BH-](OC(C)=O)(OC(C)=O)OC(C)=O.[Na+]>CO.C(Cl)Cl>[ClH:1].[CH3:24][C:25]1[N:30]=[C:29]([CH2:31][NH:2][CH:3]2[CH2:4][CH2:5][N:6]([CH2:9][CH2:10][N:11]3[C:16](=[O:17])[CH:15]=[N:14][C:13]4[CH:18]=[CH:19][C:20]([O:22][CH3:23])=[N:21][C:12]3=4)[CH2:7][CH2:8]2)[NH:28][C:27]2=[N:33][C:34](=[O:37])[CH2:35][CH2:36][C:26]=12 |f:0.1,3.4,5.6.7,8.9,10.11,12.13|. Procedure: To a solution of 4-[2-(4-amino-1-piperidinyl)ethyl]-6-(methyloxy)pyrido[2,3-b]pyrazin-3(4H)-one hydrochloride (0.097 g, 0.287 mmol) in 1:1 MeOH/DCM (16 mL) was added 4-methyl-7-oxo-5,6,7,8-tetrahydropyrido[2,3-d]pyrimidine-2-carbaldehyde (0.064 g, 0.287 mmol), NaHCO3 (0.12 g, 1.44 mmol) and excess Na2SO4. The solution was stirred at ambient temperature for 16 h followed by the addition of NaBH(OAc)3 (0.182 g, 0.861 mmol). The resulting solution was stirred for an additional 2 h, then concentrate...